The task is: describe an organic reaction: reactants, conditions, products, and yield. This data is from the Open Reaction Database (ORD), a public repository of structured organic reaction records. Starting materials: C(C)C(=CC)C1=CC=C(C2=C1N(C(N2)=O)C)C(F)(F)F (7-(1-ethylprop-1-en-1-yl)-1-methyl-4-(trifluoromethyl)-1,3-dihydro-2H-benzimidazol-2-one), [H][H] (hydrogen). Reagents/catalysts: [Pd] (palladium on carbon). The solvent is C(C)(=O)O (acetic acid). Yields the product C(C)C(CC)C1=CC=C(C2=C1N(C(N2)=O)C)C(F)(F)F (7-(1-Ethylpropyl)-1-methyl-4-(trifluoromethyl)-1,3-dihydro-2H-benzimidazol-2-one). Yield: 71.3%. As a reaction SMILES: [CH2:1]([C:3]([C:6]1[C:11]2[N:12]([CH3:16])[C:13](=[O:15])[NH:14][C:10]=2[C:9]([C:17]([F:20])([F:19])[F:18])=[CH:8][CH:7]=1)=[CH:4][CH3:5])[CH3:2].[H][H]>[Pd].C(O)(=O)C>[CH2:1]([CH:3]([C:6]1[C:11]2[N:12]([CH3:16])[C:13](=[O:15])[NH:14][C:10]=2[C:9]([C:17]([F:18])([F:20])[F:19])=[CH:8][CH:7]=1)[CH2:4][CH3:5])[CH3:2]. Procedure details: A mixture of 7-(1-ethylprop-1-en-1-yl)-1-methyl-4-(trifluoromethyl)-1,3-dihydro-2H-benzimidazol-2-one (486 mg, 1.71 mmol), 10% palladium on carbon (200 mg) and acetic acid (5 ml) was hydrogenated under 5 atom of hydrogen at 50° C. for 2 h. Catalyst was filtered off and filtrates were concentrated in vacuo. Aqueous saturated sodium bicarbonate was added to the residue and extracted with ethyl acetate. The extracts were washed with water, dried over magnesium sulfate and concentrated in vacuo. The...